From a dataset of the Open Reaction Database (ORD), a public repository of structured organic reaction records. describe an organic reaction: reactants, conditions, products, and yield Reactants: [Cl-].[NH4+] (ammonium chloride), lactone, COC1=C(C=CC(=C1)CNCCCNCCCCNCCCNCC2=CC(=C(C=C2)O)OC)O.C(=O)(O)CC1CCCC2N1C1=CC(=CC(=C1CC2)O)OC(C)CCCC2=CC=CC=C2 (dl-6 carboxymethyl-7-hydroxy-9-(5-phenyl-2-pentyloxy)-2,3,4,4a,5,6-hexahydro-1H-pyrido[1,2-a]quinoline), O (water), C[Mg]I (methylmagnesium iodide). Run in C(C)OCC (ethyl ether), C(C)OCC (ethyl ether). Reaction conditions: time 14 hour. The product is OC1=C2C(CC3N(C2=CC(=C1)OC(C)CCCC1=CC=CC=C1)CCCC3)CC(C)(C)O (7-Hydroxy-6-(2-hydroxy-2-methylpropyl)-9-(5-phenyl-2-pentyloxy)-2,3,4,4a,5,6-hexahydro-1H-pyrido[1,2-a]quinoline). RXN SMILES: COC1C=C(CNCCCNCCCCNCCCNCC2C=[CH:29][C:28]([OH:31])=[C:27](OC)C=2)C=CC=1O.C(C[CH:39]1[N:44]2[C:45]3[C:50]([CH2:51][CH2:52][CH:43]2[CH2:42][CH2:41][CH2:40]1)=[C:49]([OH:53])[CH:48]=[C:47]([O:54][CH:55]([CH2:57][CH2:58][CH2:59][C:60]1[CH:65]=[CH:64][CH:63]=[CH:62][CH:61]=1)[CH3:56])[CH:46]=3)(O)=O.[CH3:66][Mg]I.[Cl-].[NH4+].O>C(OCC)C>[OH:53][C:49]1[CH:48]=[C:47]([O:54][CH:55]([CH2:57][CH2:58][CH2:59][C:60]2[CH:61]=[CH:62][CH:63]=[CH:64][CH:65]=2)[CH3:56])[CH:46]=[C:45]2[C:50]=1[CH:51]([CH2:27][C:28]([OH:31])([CH3:66])[CH3:29])[CH2:52][CH:43]1[CH2:42][CH2:41][CH2:40][CH2:39][N:44]12 |f:0.1,3.4|. Procedure details: A solution of 405 mg. (1 mmole) of the lactone of dl-6-carboxymethyl-7-hydroxy-9-(5-phenyl-2-pentyloxy)-2,3,4,4a,5,6-hexahydro-1H-pyrido[1,2-a]quinoline, provided in Example 29, in 10 ml. ethyl ether is cooled in an ice bath for 15 minutes. To the cold solution is added slowly by injection 0.80 ml. of 2.9 molar methylmagnesium iodide in ethyl ether. The resulting mixture is allowed to warm to room temperature and stirred for 14 hours. Crystalline ammonium chloride (ca. 100 mg.) is added, the mix...